This data is from the Open Reaction Database (ORD), a public repository of structured organic reaction records. The task is: describe an organic reaction: reactants, conditions, products, and yield Starting materials: C1CCOC1, CO, Cl, CCCCOC(=O)c1cc(-c2ccc(NC(=O)Nc3cccc(C(F)(F)F)n3)cc2)c2c(N)ncnn12, [Na+], [OH-]. The product is Nc1ncnn2c(C(=O)O)cc(-c3ccc(NC(=O)Nc4cccc(C(F)(F)F)n4)cc3)c12. RXN SMILES: [CH2:41]1[O:42][CH2:43][CH2:44][CH2:45]1.[CH3:46][OH:47].[ClH:40].[NH2:1][c:2]1[n:3][cH:4][n:5][n:6]2[c:7]1[c:8](-[c:18]1[cH:19][cH:20][c:21]([NH:24][C:25](=[O:26])[NH:27][c:28]3[n:29][c:30]([C:34]([F:35])([F:36])[F:37])[cH:31][cH:32][cH:33]3)[cH:22][cH:23]1)[cH:9][c:10]2[C:11](=[O:12])[O:13][CH2:14][CH2:15][CH2:16][CH3:17].[Na+:39].[OH-:38]>>[NH2:1][c:2]1[n:3][cH:4][n:5][n:6]2[c:7]1[c:8](-[c:18]1[cH:19][cH:20][c:21]([NH:24][C:25](=[O:26])[NH:27][c:28]3[n:29][c:30]([C:34]([F:35])([F:36])[F:37])[cH:31][cH:32][cH:33]3)[cH:22][cH:23]1)[cH:9][c:10]2[C:11](=[O:12])[OH:13].